Dataset: the Open Reaction Database (ORD), a public repository of structured organic reaction records. Task: describe an organic reaction: reactants, conditions, products, and yield Reported procedure: Prepared analogously to Example 143 starting from (E)-3-(2-chloro-4-trifluoromethyl-phenyl)-acrylic acid (Z37b) and 3-chloro-4-diethylaminomethyl-phenylamine (Z35b). The crude product was purified by column chromatography (Alox, neutral, act. II-III, petroleum ether/EtOAc 3:1). Starting materials: ClC1=C(C=CC(=C1)C(F)(F)F)/C=C/C(=O)O ((E)-3-(2-chloro-4-trifluoromethyl-phenyl)-acrylic acid), ClC=1C=C(C=CC1CN(CC)CC)N (3-chloro-4-diethylaminomethyl-phenylamine). RXN SMILES: [Cl:1][C:2]1[CH:7]=[C:6]([C:8]([F:11])([F:10])[F:9])[CH:5]=[CH:4][C:3]=1/[CH:12]=[CH:13]/[C:14]([OH:16])=O.[Cl:17][C:18]1[CH:19]=[C:20]([NH2:30])[CH:21]=[CH:22][C:23]=1[CH2:24][N:25]([CH2:28][CH3:29])[CH2:26][CH3:27]>>[Cl:17][C:18]1[CH:19]=[C:20]([NH:30][C:14](=[O:16])/[CH:13]=[CH:12]/[C:3]2[CH:4]=[CH:5][C:6]([C:8]([F:9])([F:10])[F:11])=[CH:7][C:2]=2[Cl:1])[CH:21]=[CH:22][C:23]=1[CH2:24][N:25]([CH2:28][CH3:29])[CH2:26][CH3:27]. Yields the product ClC=1C=C(C=CC1CN(CC)CC)NC(\C=C\C1=C(C=C(C=C1)C(F)(F)F)Cl)=O ((E)-N-(3-chloro-4-diethylaminomethyl-phenyl)-3-(2-chloro-4-trifluoromethyl-phenyl)-acrylamide).